The task is: describe an organic reaction: reactants, conditions, products, and yield. This data is from the Open Reaction Database (ORD), a public repository of structured organic reaction records. The reactants are N#Cc1csc(NC(=O)CN2C(=O)CCc3ncccc32)c1-c1nc[nH]n1, CO, ClCCl. The product is Cn1cnc(-c2c(C#N)csc2NC(=O)CN2C(=O)CCc3ncccc32)n1. Reaction SMILES: [C:1](#[N:2])[c:3]1[c:4](-[c:23]2[n:24][nH:25][cH:26][n:27]2)[c:5]([NH:8][C:9]([CH2:10][N:11]2[C:12](=[O:21])[CH2:13][CH2:14][c:15]3[n:16][cH:17][cH:18][cH:19][c:20]32)=[O:22])[s:6][cH:7]1.[CH3:28][OH:29].[Cl:30][CH2:31][Cl:32]>>[C:1](#[N:2])[c:3]1[c:4](-[c:23]2[n:24][n:25]([CH3:31])[cH:26][n:27]2)[c:5]([NH:8][C:9]([CH2:10][N:11]2[C:12](=[O:21])[CH2:13][CH2:14][c:15]3[n:16][cH:17][cH:18][cH:19][c:20]32)=[O:22])[s:6][cH:7]1. The reactants are COC=1C=C2C3CCCCC3C(=C(C2=CC1)C)C1=CC=C(C=C1)OC (6-methoxy-10-(4-methoxy-phenyl)-9-methyl-1,2,3,4,4a,10a-hexahydro-phenanthrene), [H][H] (Hydrogen). The reagents and catalysts are [Pd] (Pd). Solvent: C(C)(=O)O.CO.O1CCCC1 (acetic acid methanol tetrahydrofuran). Conditions: time 18 hour. Product: ethyl acetate hexanes, COC=1C=C2C3CCCCC3C(C(C2=CC1)C)C1=CC=C(C=C1)OC (6-Methoxy-10-(4-methoxy-phenyl)-9-methyl-1,2,3,4,4a,9,10,10a-octahydro-phenanthrene). The yield is 92.5%. As a reaction SMILES: [CH3:1][O:2][C:3]1[CH:4]=[C:5]2[C:14](=[CH:15][CH:16]=1)[C:13]([CH3:17])=[C:12]([C:18]1[CH:23]=[CH:22][C:21]([O:24][CH3:25])=[CH:20][CH:19]=1)[CH:11]1[CH:6]2[CH2:7][CH2:8][CH2:9][CH2:10]1.[H][H]>[Pd].C(O)(=O)C.CO.O1CCCC1>[CH3:1][O:2][C:3]1[CH:4]=[C:5]2[C:14](=[CH:15][CH:16]=1)[CH:13]([CH3:17])[CH:12]([C:18]1[CH:19]=[CH:20][C:21]([O:24][CH3:25])=[CH:22][CH:23]=1)[CH:11]1[CH:6]2[CH2:7][CH2:8][CH2:9][CH2:10]1 |f:3.4.5|. Procedure: Combine 6-methoxy-10-(4-methoxy-phenyl)-9-methyl-1,2,3,4,4a,10a-hexahydro-phenanthrene (0.116 g, 0.347 mmol), Pd-Black (14.7 mg, 0.139 mmol) and acetic acid/methanol/tetrahydrofuran (1.0 mL, 10.0 mL, 3.0 mL) at 50 psi Hydrogen pressure. After 18 hours, filter off the Pd catalyst over celite eluting with ethyl acetate. Concentrate and flash chromatograph with 0% to 10% ethyl acetate/hexanes to yield the titled compound (0.108 g, 93%) as a clear oil. TLC Rf=0.30 in 5:1 hexanes:ethyl acetate. 1H NM...